From a dataset of the Open Reaction Database (ORD), a public repository of structured organic reaction records. describe an organic reaction: reactants, conditions, products, and yield Reactants: [Li]CCCC, C1CCOC1, CC(=O)Cl, Clc1cccc(C2SCCCS2)c1. Product: CC(=O)C1(c2cccc(Cl)c2)SCCCS1. RXN SMILES: [CH2:14]([Li:15])[CH2:16][CH2:17][CH3:18].[CH2:23]1[O:24][CH2:25][CH2:26][CH2:27]1.[CH3:19][C:20]([Cl:21])=[O:22].[Cl:1][c:2]1[cH:3][c:4]([CH:8]2[S:9][CH2:10][CH2:11][CH2:12][S:13]2)[cH:5][cH:6][cH:7]1>>[Cl:1][c:2]1[cH:3][c:4]([C:8]2([C:20]([CH3:19])=[O:22])[S:9][CH2:10][CH2:11][CH2:12][S:13]2)[cH:5][cH:6][cH:7]1. Reactants: COC=1C=C(N)C=CC1 (3-methoxyaniline), CCCCCC (hexane), [H-].[Na+] (sodium hydride), IC1=CC=C(C=C1)C (4-iodotoluene). The reagents and catalysts are [Cu]I (copper(I) iodide). Solvent: CN(P(=O)(N(C)C)N(C)C)C (hexamethylphosphoramide), CN(P(=O)(N(C)C)N(C)C)C (hexamethylphosphoramide). Conditions: temperature 55 celsius. Product: CC1=CC=C(C=C1)NC1=CC(=CC=C1)OC (N-(4-Methylphenyl)-3-methoxyaniline). As a reaction SMILES: [H-].[Na+].[CH3:3][O:4][C:5]1[CH:6]=[C:7]([CH:9]=[CH:10][CH:11]=1)[NH2:8].I[C:13]1[CH:18]=[CH:17][C:16]([CH3:19])=[CH:15][CH:14]=1.CCCCCC>CN(C)P(N(C)C)(N(C)C)=O.[Cu]I>[CH3:19][C:16]1[CH:17]=[CH:18][C:13]([NH:8][C:7]2[CH:9]=[CH:10][CH:11]=[C:5]([O:4][CH3:3])[CH:6]=2)=[CH:14][CH:15]=1 |f:0.1|. Procedure details: To a suspension of 0.11 g (4.6 mmol, hexane washed 3 x, 50-60% in oil) sodium hydride in 1.0 mL of hexamethylphosphoramide was cannulated a solution of 0.11 g (0.89 mmol) of 3-methoxyaniline in 2.0 mL hexamethylphosphoramide. The resulting mixture was heated at 55° C. for 20 min. To this was added 0.18 g (0.93 mmol) of copper(I) iodide and the mixture was heated at 55° C. for 1.5 hours. 4-iodotoluene was added and the reaction heated at 85° C. for 3 hours. The reaction mixture was allowed to coo... Starting materials: CCO, [H][H], O=[N+]([O-])c1ccc(Oc2ccccc2)cn1. Product: Nc1ccc(Oc2ccccc2)cn1. Reaction SMILES: [CH3:19][CH2:20][OH:21].[H:17][H:18].[N+:1]([O-:2])(=[O:3])[c:4]1[n:5][cH:6][c:7]([O:10][c:11]2[cH:12][cH:13][cH:14][cH:15][cH:16]2)[cH:8][cH:9]1>>[NH2:1][c:4]1[n:5][cH:6][c:7]([O:10][c:11]2[cH:12][cH:13][cH:14][cH:15][cH:16]2)[cH:8][cH:9]1. Reactants: N1(N=NC=C1)CCC#CC=1N=NC(=CC1)OCC=1N=C(OC1)C=CC1=CC=C(C=C1)C(F)(F)F (3-(4-[1,2,3]Triazol-1-yl-but-1-ynyl)-6-{2-[2-(4-trifluoromethyl-phenyl)-vinyl]-oxazol-4-ylmethoxy}-pyridazine). Reagents/catalysts: [Pd] (palladium on charcoal). Run in C(C)(=O)OCC (ethyl acetate). Yields the product N1(N=NC=C1)CCCCC=1N=NC(=CC1)OCC=1N=C(OC1)C=CC1=CC=C(C=C1)C(F)(F)F (3-(4-[1,2,3]triazol-1-yl-butyl)-6-{2-[2-(4-trifluoromethyl-phenyl)-vinyl]-oxazol-4-ylmethoxy}-pyridazine). Reaction SMILES: [N:1]1([CH2:6][CH2:7][C:8]#[C:9][C:10]2[N:11]=[N:12][C:13]([O:16][CH2:17][C:18]3[N:19]=[C:20]([CH:23]=[CH:24][C:25]4[CH:30]=[CH:29][C:28]([C:31]([F:34])([F:33])[F:32])=[CH:27][CH:26]=4)[O:21][CH:22]=3)=[CH:14][CH:15]=2)[CH:5]=[CH:4][N:3]=[N:2]1>C(OCC)(=O)C.[Pd]>[N:1]1([CH2:6][CH2:7][CH2:8][CH2:9][C:10]2[N:11]=[N:12][C:13]([O:16][CH2:17][C:18]3[N:19]=[C:20]([CH:23]=[CH:24][C:25]4[CH:26]=[CH:27][C:28]([C:31]([F:34])([F:33])[F:32])=[CH:29][CH:30]=4)[O:21][CH:22]=3)=[CH:14][CH:15]=2)[CH:5]=[CH:4][N:3]=[N:2]1. Reported procedure: 3-(4-[1,2,3]Triazol-1-yl-but-1-ynyl)-6-{2-[2-(4-trifluoromethyl-phenyl)-vinyl]-oxazol-4-ylmethoxy}-pyridazine (0.047 g, 0.1 mmol) is dissolved in ethyl acetate (3 ml) and hydrogenated for 3 h at r.t. in the presence of palladium on charcoal (10%, 20 mg). After filtration and concentration in vacuo the residue is purified by flash column chromatography (ethyl acetate/methanol 19:1) yielding 3-(4-[1,2,3]triazol-1-yl-butyl)-6-{2-[2-(4-trifluoromethyl-phenyl)-vinyl]-oxazol-4-ylmethoxy}-pyridazine as... As a reaction SMILES: O.ON1C2C=CC=CC=2N=N1.Cl.CN(C)CCCN=C=NCC.Cl.[Cl:25][CH2:26][CH2:27][NH2:28].[C:29]1([C:35]2([C:55]3[CH:60]=[CH:59][CH:58]=[CH:57][CH:56]=3)[CH2:43][C:42]3[N:41]([CH2:44][O:45][CH2:46][CH2:47][Si:48]([CH3:51])([CH3:50])[CH3:49])[N:40]=[C:39]([C:52](O)=[O:53])[C:38]=3[CH:37]=[CH:36]2)[CH:34]=[CH:33][CH:32]=[CH:31][CH:30]=1>ClCCl.C(N(CC)CC)C>[Cl:25][CH2:26][CH2:27][NH:28][C:52]([C:39]1[C:38]2[CH:37]=[CH:36][C:35]([C:29]3[CH:34]=[CH:33][CH:32]=[CH:31][CH:30]=3)([C:55]3[CH:60]=[CH:59][CH:58]=[CH:57][CH:56]=3)[CH2:43][C:42]=2[N:41]([CH2:44][O:45][CH2:46][CH2:47][Si:48]([CH3:51])([CH3:50])[CH3:49])[N:40]=1)=[O:53] |f:0.1,2.3,4.5|. Isolated yield 58.6%. Solvent: ClCCl (dichloromethane), C(C)N(CC)CC (triethylamine). Reported procedure: 0.677 g of 1-hydroxybenzotriazole hydrate, 0.958 g of 1-(3-dimethylaminopropyl)-3-ethylcarbodiimide hydrochloride, 1.16 g of 2-chloroethylamine hydrochloride and 1.4 cm3 of triethylamine are successively added to a solution of 1.8 g of 6,6-diphenyl-1-(2-trimethylsilanylethoxymethyl)-6,7-dihydro-1H-indazole-3-carboxylic acid in 300 cm3 of dichloromethane. After stirring the reaction mixture for about 4 hours at a temperature in the region of 20° C., it is washed with three times 60 cm3 of water, ... Reaction conditions: temperature 20 celsius, time 4 hour. Starting materials: O.ON1N=NC2=C1C=CC=C2 (1-hydroxybenzotriazole hydrate), Cl.CN(CCCN=C=NCC)C (1-(3-dimethylaminopropyl)-3-ethylcarbodiimide hydrochloride), Cl.ClCCN (2-chloroethylamine hydrochloride), C1(=CC=CC=C1)C1(C=CC=2C(=NN(C2C1)COCC[Si](C)(C)C)C(=O)O)C1=CC=CC=C1 (6,6-diphenyl-1-(2-trimethylsilanylethoxymethyl)-6,7-dihydro-1H-indazole-3-carboxylic acid). Product: ClCCNC(=O)C1=NN(C=2CC(C=CC12)(C1=CC=CC=C1)C1=CC=CC=C1)COCC[Si](C)(C)C (6,6-diphenyl-1-(2-trimethylsilanylethoxymethyl)-6,7-dihydro-1H-indazole-3-carboxylic acid (2-chloroethyl)amide). Starting materials: C(C)(=O)OC1C(=O)OC(C1)=O (2-acetoxysuccinic acid anhydride), ClC=1C=C(N)C=C(C1)Cl (3,5-dichloroaniline). The solvent is C=1(C(=CC=CC1)C)C (xylene). The product is ClC=1C=C(C=C(C1)Cl)N=C(C(CC(=O)O)OC(C)=O)O (2-acetoxysuccinic acid N-(3,5-dichlorophenyl) imide). As a reaction SMILES: [C:1]([O:4][CH:5]1[CH2:10][C:9](=[O:11])[O:8][C:6]1=[O:7])(=[O:3])[CH3:2].[Cl:12][C:13]1[CH:14]=[C:15]([CH:17]=[C:18]([Cl:20])[CH:19]=1)[NH2:16]>C1(C)C(C)=CC=CC=1>[Cl:12][C:13]1[CH:14]=[C:15]([N:16]=[C:6]([OH:7])[CH:5]([O:4][C:1](=[O:3])[CH3:2])[CH2:10][C:9]([OH:8])=[O:11])[CH:17]=[C:18]([Cl:20])[CH:19]=1. Procedure details: 158 g (1 mole) of 2-acetoxysuccinic acid anhydride and 162 g (1 mole) of 3,5-dichloroaniline are heated under reflux for three hours, in 1 liter of xylene. The resulting water is azeotropically separated off by means of a water separator. The xylene is then distilled off and the crude product is recrystallized from ethyl acetate. The yield of end product is 70.3% of the theoretical yield. Reactants: NaCl ice, NC1=C(C(=O)O)C=C(C(=C1)Br)Cl (2-amino-4-bromo-5-chlorobenzoic acid), O.[Sn](Cl)Cl (tin(II) chloride hydrate), N(=O)[O-].[Na+] (sodium nitrite). Solvent: Cl (HCl), O (water), Cl (HCl), O (water). Conditions: temperature 0 celsius, time 15 minute. Product: Cl.BrC1=CC(=C(C(=O)O)C=C1Cl)NN (4-bromo-5-chloro-2-hydrazinylbenzoic acid hydrochloride). The yield is 213.5%. As a reaction SMILES: [N:1]([O-])=O.[Na+].[NH2:5][C:6]1[CH:14]=[C:13]([Br:15])[C:12]([Cl:16])=[CH:11][C:7]=1[C:8]([OH:10])=[O:9].O.[Sn](Cl)Cl>O.Cl>[ClH:16].[Br:15][C:13]1[C:12]([Cl:16])=[CH:11][C:7]([C:8]([OH:10])=[O:9])=[C:6]([NH:5][NH2:1])[CH:14]=1 |f:0.1,3.4,7.8|. Procedure details: A solution of sodium nitrite (3.03 g, 43.9 mmol) in water (14.8 mL) was added dropwise to a cooled (−10° C., NaCl-ice bath) suspension of 2-amino-4-bromo-5-chlorobenzoic acid (10.0 g, 39.9 mmol) in 37% aqueous HCl (39.9 mL) and water (13.3 mL), at such rate that the temperature did not exceed 0° C. The resulting suspension was stirred at 0° C. for 15 min, then was treated with a solution of tin(II) chloride hydrate (22.7 g, 120 mmol) in 37% aqueous HCl (17 mL). The resulting mixture was warmed t...